From a dataset of the Open Reaction Database (ORD), a public repository of structured organic reaction records. describe an organic reaction: reactants, conditions, products, and yield The reactants are COc1cccc(-c2cc(OC)ccc2C(=O)O)c1, CS(=O)(=O)O. The product is COc1ccc2c(c1)-c1cc(OC)ccc1C2=O. RXN SMILES: [C:1](=[O:2])([OH:3])[c:4]1[c:5](-[c:12]2[cH:13][cH:14][cH:15][c:16]([O:18][CH3:19])[cH:17]2)[cH:6][c:7]([O:10][CH3:11])[cH:8][cH:9]1.[CH3:20][S:21](=[O:22])(=[O:23])[OH:24]>>[C:1]1(=[O:3])[c:4]2[c:5]([cH:6][c:7]([O:10][CH3:11])[cH:8][cH:9]2)-[c:12]2[c:13]1[cH:14][cH:15][c:16]([O:18][CH3:19])[cH:17]2. Starting materials: FC(COC1=C(C=CC(=C1)F)CC(=O)O)(F)F (2-(2,2,2-trifluoroethoxy)-4-fluorophenylacetic acid), C(N)(=O)C1NCCN(C1)C1=C(C=CC=C1)C (2-carbamoyl-4-(2-methylphenyl)piperazine), C=1C=CC2=C(C1)N=NN2O (HOBT), C(CCl)Cl (EDC), CCN(C(C)C)C(C)C (DIEA). Solvent: CN(C)C=O (DMF). Run at time 14 hour. The product is FC1=CC(=C(C=C1)CC(=O)N1C(CN(CC1)C1=C(C=CC=C1)C)C(N)=O)OCC(F)(F)F (1-(4-fluoro-2-(2,2,2-trifluoroethoxy)phenylacetyl)-2-carbamoyl-4-(2-methylphenyl)piperazine). As a reaction SMILES: [F:1][C:2]([F:17])([F:16])[CH2:3][O:4][C:5]1[CH:10]=[C:9]([F:11])[CH:8]=[CH:7][C:6]=1[CH2:12][C:13]([OH:15])=O.[C:18]([CH:21]1[CH2:26][N:25]([C:27]2[CH:32]=[CH:31][CH:30]=[CH:29][C:28]=2[CH3:33])[CH2:24][CH2:23][NH:22]1)(=[O:20])[NH2:19].C1C=CC2N(O)N=NC=2C=1.C(Cl)CCl.CCN(C(C)C)C(C)C>CN(C=O)C>[F:11][C:9]1[CH:8]=[CH:7][C:6]([CH2:12][C:13]([N:22]2[CH2:23][CH2:24][N:25]([C:27]3[CH:32]=[CH:31][CH:30]=[CH:29][C:28]=3[CH3:33])[CH2:26][CH:21]2[C:18](=[O:20])[NH2:19])=[O:15])=[C:5]([O:4][CH2:3][C:2]([F:1])([F:17])[F:16])[CH:10]=1. Reported procedure: To a stirred solution of 2-(2,2,2-trifluoroethoxy)-4-fluorophenylacetic acid (0.15 g, 0.60 mmol) from Step 5 above and 2-carbamoyl-4-(2-methylphenyl)piperazine (0.13 g, 0.66 mmol) from Step 4 of Example 1 in DMF (3 mL) was added HOBT (0.11 g, 0.78 mmol), EDC (0.17 g, 0.9 mmol), and DIEA (0.16 mL, 0.9 mmol). The solution was stirred at ambient temperature for 14 h and the solvent was removed under reduced pressure. The residue was partitioned between EtOAc (50 mL) and 0.25 M aqueous citric acid (... Starting materials: CC1=CC=C(C=C1)C1=C(C=NO1)C(=O)Cl (5-(4-methylphenyl)isoxazole-4-carbonyl chloride), N1C(CCCC1)C=1C=NC=CC1 (3-piperidin-2-ylpyridine). Solvent: ClCCl (dichloromethane). Conditions: time 1 hour. Yields the product CC1=CC=C(C=C1)C1=C(C=NO1)C(=O)N1C(CCCC1)C=1C=NC=CC1 (3-(1-{[5-(4-Methylphenyl)isoxazol-4-yl]carbonyl}piperidin-2-yl)pyridine). RXN SMILES: [CH3:1][C:2]1[CH:7]=[CH:6][C:5]([C:8]2[O:12][N:11]=[CH:10][C:9]=2[C:13](Cl)=[O:14])=[CH:4][CH:3]=1.[NH:16]1[CH2:21][CH2:20][CH2:19][CH2:18][CH:17]1[C:22]1[CH:23]=[N:24][CH:25]=[CH:26][CH:27]=1>ClCCl>[CH3:1][C:2]1[CH:7]=[CH:6][C:5]([C:8]2[O:12][N:11]=[CH:10][C:9]=2[C:13]([N:16]2[CH2:21][CH2:20][CH2:19][CH2:18][CH:17]2[C:22]2[CH:23]=[N:24][CH:25]=[CH:26][CH:27]=2)=[O:14])=[CH:4][CH:3]=1. Procedure details: To 5-(4-methylphenyl)isoxazole-4-carbonyl chloride (10 mg, 0.045 mmol) in dichloromethane (1 mL) was added 3-piperidin-2-ylpyridine (11 mg, 0.045 mmol, 1.0 eq), and the reaction mixture was stirred for 1 h. The solvent was removed, and the residue was purified by preparative reverse-phase HPLC to give the title compound. HRMS (ESI, pos. ion) m/z calcd for C21H21N3O2: 347.1634, found 347.1644. Reactants: [C@H]12N[C@@H](C[C@@H]2C1)CNC(C(F)(F)F)=O (N-[(1S,3S,5S)-2-aza-bicyclo[3.1.0]hex-3-ylmethyl]-2,2,2-trifluoro-acetamide), NC=1SC(=C(N1)C(=O)O)C=1C=C(C=CC1)C (2-amino-5-m-tolyl-thiazole-4-carboxylic acid). Product: NC=1SC(=C(N1)C(=O)N1[C@H]2C[C@H]2C[C@H]1CNC(C(F)(F)F)=O)C=1C=C(C=CC1)C (N-[(1S,3S,5S)-2-(2-Amino-5-m-tolyl-thiazole-4-carbonyl)-2-aza-bicyclo[3.1.0]hex-3-ylmethyl]-2,2,2-trifluoro-acetamide). Reaction SMILES: [C@H:1]12[CH2:6][C@H:5]1[CH2:4][C@@H:3]([CH2:7][NH:8][C:9](=[O:14])[C:10]([F:13])([F:12])[F:11])[NH:2]2.[NH2:15][C:16]1[S:17][C:18]([C:24]2[CH:25]=[C:26]([CH3:30])[CH:27]=[CH:28][CH:29]=2)=[C:19]([C:21](O)=[O:22])[N:20]=1>>[NH2:15][C:16]1[S:17][C:18]([C:24]2[CH:25]=[C:26]([CH3:30])[CH:27]=[CH:28][CH:29]=2)=[C:19]([C:21]([N:2]2[C@H:3]([CH2:7][NH:8][C:9](=[O:14])[C:10]([F:12])([F:13])[F:11])[CH2:4][C@H:5]3[C@@H:1]2[CH2:6]3)=[O:22])[N:20]=1. Procedure: prepared by reaction of N-[(1S,3S,5S)-2-aza-bicyclo[3.1.0]hex-3-ylmethyl]-2,2,2-trifluoro-acetamide with 2-amino-5-m-tolyl-thiazole-4-carboxylic acid. LC-MS (acidic): tR=0.87 min; [M+H]+=425.1. Reactants: CCOC(=O)C (EtOAc), NC(CCO)C1=CC(=C(C=C1)OC)OC1CCCC1 (3-amino-3-(3'-cyclopentyloxy-4'methoxyphenyl)-1-propanol), C1(C=2C(C(=O)O1)=CC=CC2)=O (phthalic anhydride). Solvent: C(Cl)Cl (CH2Cl2). Run at time 6 minute. Yields the product C1(CCCC1)OC=1C=C(C=CC1OC)C(CCO)N1C(C=2C(C1=O)=CC=CC2)=O (3-(3'-cyclopentyloxy-4'-methoxyphenyl)-3-phthalimido-1-propanol). The yield is 77.0%. RXN SMILES: [NH2:1][CH:2]([C:6]1[CH:11]=[CH:10][C:9]([O:12][CH3:13])=[C:8]([O:14][CH:15]2[CH2:19][CH2:18][CH2:17][CH2:16]2)[CH:7]=1)[CH2:3][CH2:4][OH:5].[C:20]1(=O)[O:25][C:23](=[O:24])[C:22]2=[CH:26][CH:27]=[CH:28][CH:29]=[C:21]12.CCOC(C)=O>C(Cl)Cl>[CH:15]1([O:14][C:8]2[CH:7]=[C:6]([CH:2]([N:1]3[C:23](=[O:24])[C:22]4=[CH:26][CH:27]=[CH:28][CH:29]=[C:21]4[C:20]3=[O:25])[CH2:3][CH2:4][OH:5])[CH:11]=[CH:10][C:9]=2[O:12][CH3:13])[CH2:16][CH2:17][CH2:18][CH2:19]1. Procedure details: A mixture of 3-amino-3-(3'-cyclopentyloxy-4'methoxyphenyl)-1-propanol (4.31 grams, 16.24 mmol) and phthalic anhydride (2.41 grams, 16.27 mmol) was melted with a heat gun for 6 minutes. The mixture was allowed to cool to room temperature. Chromatography (silica gel 100 grams, 1:5 EtOAc:CH2Cl2) gave 3-(3'-cyclopentyloxy-4'-methoxyphenyl)-3-phthalimido-1-propanol as solid, (4.97 grams, 77% yield): mp, 59.0°-61.0° C.; 1H NMR (CDCl3)δ1.56-1.98 (m, 9H, OH, C5H8), 2.48-2.59 (m, 1H, CHH), 2.71-2.83 (m, ... Reactants: Cc1ccccc1N, ClCCl, O=S(=O)(Cl)c1cc(I)c2occc2c1, c1ccncc1. Yields the product Cc1ccccc1NS(=O)(=O)c1cc(I)c2occc2c1. RXN SMILES: [CH3:15][c:16]1[c:17]([NH2:18])[cH:19][cH:20][cH:21][cH:22]1.[Cl:29][CH2:30][Cl:31].[I:1][c:2]1[cH:3][c:4]([S:11](=[O:12])(=[O:13])[Cl:14])[cH:5][c:6]2[cH:7][cH:8][o:9][c:10]12.[cH:23]1[cH:24][cH:25][n:26][cH:27][cH:28]1>>[I:1][c:2]1[cH:3][c:4]([S:11](=[O:12])(=[O:13])[NH:18][c:17]2[c:16]([CH3:15])[cH:22][cH:21][cH:20][cH:19]2)[cH:5][c:6]2[cH:7][cH:8][o:9][c:10]12.